From a dataset of the Open Reaction Database (ORD), a public repository of structured organic reaction records. describe an organic reaction: reactants, conditions, products, and yield The reactants are C(C1=CC=CC=C1)OC1=CC=C(C=C1)C1OCC(NC1)=O (6-(4-benzyloxy-phenyl)-morpholin-3-one), [OH-].[Na+] (NaOH), C(C=C)(=O)OC(C)(C)C (tert-butyl acrylate). Solvent: C1CCOC1 (THF). Reaction conditions: time 2 hour. Yields the product C(C)(C)(C)OC(CCN1CC(OCC1=O)C1=CC=C(C=C1)OCC1=CC=CC=C1)=O (3-[2-(4-benzyloxy-phenyl)-5-oxo-morpholin-4-yl]-propionic acid tert-butyl ester). Yield: 73.0%. RXN SMILES: [CH2:1]([O:8][C:9]1[CH:14]=[CH:13][C:12]([CH:15]2[CH2:20][NH:19][C:18](=[O:21])[CH2:17][O:16]2)=[CH:11][CH:10]=1)[C:2]1[CH:7]=[CH:6][CH:5]=[CH:4][CH:3]=1.[OH-].[Na+].[C:24]([O:28][C:29]([CH3:32])([CH3:31])[CH3:30])(=[O:27])[CH:25]=[CH2:26]>C1COCC1>[C:29]([O:28][C:24](=[O:27])[CH2:25][CH2:26][N:19]1[C:18](=[O:21])[CH2:17][O:16][CH:15]([C:12]2[CH:13]=[CH:14][C:9]([O:8][CH2:1][C:2]3[CH:3]=[CH:4][CH:5]=[CH:6][CH:7]=3)=[CH:10][CH:11]=2)[CH2:20]1)([CH3:32])([CH3:31])[CH3:30] |f:1.2|. Procedure: To a mixture of 6-(4-benzyloxy-phenyl)-morpholin-3-one (13.40 g; 47.3 mmol) and powdered NaOH (3.78 g; 94.6 mmol) in THF (250 mL) was added tert-butyl acrylate (13.7 mL; 94.6 mmol). The resulting mixture was stirred at RT for 2 hours and subsequently concentrated in vacuo. The residue was purified by column chromatography (SiO2, Et2O) to afford 3-[2-(4-benzyloxy-phenyl)-5-oxo-morpholin-4-yl]-propionic acid tert-butyl ester (14.20 g).